Dataset: the Open Reaction Database (ORD), a public repository of structured organic reaction records. Task: describe an organic reaction: reactants, conditions, products, and yield Starting materials: O=C(CBr)c1ccccn1, Clc1nc2cc3ccccc3cc2[nH]1. Yields the product O=C(Cn1c(Cl)nc2cc3ccccc3cc21)c1ccccn1. Reaction SMILES: [Br:15][CH2:16][C:17](=[O:18])[c:19]1[n:20][cH:21][cH:22][cH:23][cH:24]1.[Cl:1][c:2]1[n:3][c:4]2[c:5]([nH:6]1)[cH:7][c:8]1[cH:9][cH:10][cH:11][cH:12][c:13]1[cH:14]2>>[Cl:1][c:2]1[n:3]([CH2:16][C:17](=[O:18])[c:19]2[n:20][cH:21][cH:22][cH:23][cH:24]2)[c:4]2[c:5]([n:6]1)[cH:7][c:8]1[cH:9][cH:10][cH:11][cH:12][c:13]1[cH:14]2. Procedure details: In an oven dried flask was added BINAP (racemic, 0.17 g, 0.913 mmol), cesium carbonate (0.35 g, 1.07 mmol), tris(dibenzylideneacetone)dipalladium (0.0207 g, 0.0226 mmol), 1-BOC-piperazine (0.17 g, 0.913 mmol) and 5 ml DMF. The flask was evacuated and refilled with nitrogen. 3-benzyl-7-bromo-5-methyl-benzofuran-2-carbonitrile (0.29 g, 0.90 mmol) in 5 ml DMF was added via syringe and the mixture heated to 80° C. overnight, then to 100° C. for another 24 hours. The mixture was concentrated on a rot... Run in CN(C)C=O (DMF), CN(C)C=O (DMF). Run at temperature 80 celsius, time 24 hour. As a reaction SMILES: C1C=CC(P(C2C(C3C(P(C4C=CC=CC=4)C4C=CC=CC=4)=CC=C4C=3C=CC=C4)=C3C(C=CC=C3)=CC=2)C2C=CC=CC=2)=CC=1.C(=O)([O-])[O-].[Cs+].[Cs+].[C:53]([N:60]1[CH2:65][CH2:64][NH:63][CH2:62][CH2:61]1)([O:55][C:56]([CH3:59])([CH3:58])[CH3:57])=[O:54].[CH2:66]([C:73]1[C:77]2[CH:78]=[C:79]([CH3:83])[CH:80]=[C:81](Br)[C:76]=2[O:75][C:74]=1[C:84]#[N:85])[C:67]1[CH:72]=[CH:71][CH:70]=[CH:69][CH:68]=1>CN(C=O)C.C1C=CC(/C=C/C(/C=C/C2C=CC=CC=2)=O)=CC=1.C1C=CC(/C=C/C(/C=C/C2C=CC=CC=2)=O)=CC=1.C1C=CC(/C=C/C(/C=C/C2C=CC=CC=2)=O)=CC=1.[Pd].[Pd]>[C:56]([O:55][C:53]([N:60]1[CH2:61][CH2:62][N:63]([C:81]2[C:76]3[O:75][C:74]([C:84]#[N:85])=[C:73]([CH2:66][C:67]4[CH:72]=[CH:71][CH:70]=[CH:69][CH:68]=4)[C:77]=3[CH:78]=[C:79]([CH3:83])[CH:80]=2)[CH2:64][CH2:65]1)=[O:54])([CH3:59])([CH3:58])[CH3:57] |f:1.2.3,7.8.9.10.11|. Yields the product C(C)(C)(C)OC(=O)N1CCN(CC1)C1=CC(=CC=2C(=C(OC21)C#N)CC2=CC=CC=C2)C (4-(3-benzyl-2-cyano-5-methyl-benzofuran-7-yl)-piperazine-1-carboxylic acid tert-butyl ester). Isolated yield 44.8%. The reactants are C=1C=CC(=CC1)P(C=2C=CC=CC2)C3=CC=C4C=CC=CC4=C3C5=C6C=CC=CC6=CC=C5P(C=7C=CC=CC7)C=8C=CC=CC8 (BINAP), C([O-])([O-])=O.[Cs+].[Cs+] (cesium carbonate), C(=O)(OC(C)(C)C)N1CCNCC1 (1-BOC-piperazine), C(C1=CC=CC=C1)C1=C(OC2=C1C=C(C=C2Br)C)C#N (3-benzyl-7-bromo-5-methyl-benzofuran-2-carbonitrile). The reagents and catalysts are C=1C=CC(=CC1)/C=C/C(=O)/C=C/C2=CC=CC=C2.C=1C=CC(=CC1)/C=C/C(=O)/C=C/C2=CC=CC=C2.C=1C=CC(=CC1)/C=C/C(=O)/C=C/C2=CC=CC=C2.[Pd].[Pd] (tris(dibenzylideneacetone)dipalladium). Starting materials: COC1=C(C=2C3=C(C(NC2C=C1)=O)SC=C3)C3=CC=C(CNC(OC(C)(C)C)=O)C=C3 (tert-butyl 4-(8-methoxy-4-oxo-4,5-dihydrothieno[2,3-c]quinolin-9-yl)benzylcarbamate), BrN1C(CCC1=O)=O (N-bromosuccinimide). Solvent: CN(C)C=O (DMF). Run at time 1 hour. The product is BrC1=CC(=C(C=2C3=C(C(NC12)=O)SC=C3)C3=CC=C(CNC(OC(C)(C)C)=O)C=C3)OC (tert-Butyl 4-(6-Bromo-8-methoxy-4-oxo-4,5-dihydrothieno[2,3-c]quinolin-9-yl)benzylcarbamate). Yield: 35.3%. Reaction SMILES: [CH3:1][O:2][C:3]1[CH:12]=[CH:11][C:10]2[NH:9][C:8](=[O:13])[C:7]3[S:14][CH:15]=[CH:16][C:6]=3[C:5]=2[C:4]=1[C:17]1[CH:31]=[CH:30][C:20]([CH2:21][NH:22][C:23](=[O:29])[O:24][C:25]([CH3:28])([CH3:27])[CH3:26])=[CH:19][CH:18]=1.[Br:32]N1C(=O)CCC1=O>CN(C=O)C>[Br:32][C:11]1[C:10]2[NH:9][C:8](=[O:13])[C:7]3[S:14][CH:15]=[CH:16][C:6]=3[C:5]=2[C:4]([C:17]2[CH:31]=[CH:30][C:20]([CH2:21][NH:22][C:23](=[O:29])[O:24][C:25]([CH3:28])([CH3:26])[CH3:27])=[CH:19][CH:18]=2)=[C:3]([O:2][CH3:1])[CH:12]=1. Procedure details: To a solution of tert-butyl 4-(8-methoxy-4-oxo-4,5-dihydrothieno[2,3-c]quinolin-9-yl)benzylcarbamate (29 mg, 0.055 mmol) in DMF (1 mL) was added N-bromosuccinimide (12 mg, 0.066 mmol) and the reaction was stirred at room temperature for 1 h and heated at 50° C. for 2 h. The reaction mixture was concentrated and the residue was purified by preparatory TLC (silica, methanol/methylene chloride gradient) to afford the desired product (10 mg, 35%): ESI MS m/z 516 [C24H23BrN2O4S+H]+. The reactants are BrCc1ccccc1, CC#N, OCc1cccn(-c2ccccc2)c1=S. The product is [Br-], OCc1ccc[n+](-c2ccccc2)c1SCc1ccccc1. RXN SMILES: [Br:1][CH2:2][c:3]1[cH:4][cH:5][cH:6][cH:7][cH:8]1.[CH3:24][C:25]#[N:26].[OH:9][CH2:10][c:11]1[c:12](=[S:23])[n:13](-[c:17]2[cH:18][cH:19][cH:20][cH:21][cH:22]2)[cH:14][cH:15][cH:16]1>>[Br-:1].[CH2:2]([c:3]1[cH:4][cH:5][cH:6][cH:7][cH:8]1)[S:23][c:12]1[c:11]([CH2:10][OH:9])[cH:16][cH:15][cH:14][n+:13]1-[c:17]1[cH:18][cH:19][cH:20][cH:21][cH:22]1. Reactants: CCCc1ccc(O)cc1, CCCC1CCC(=O)CC1, CC[O-], CCO, [Na+]. The product is CCCC1CCC(O)CC1. As a reaction SMILES: [CH2:11]([c:12]1[cH:13][cH:14][c:15]([OH:16])[cH:17][cH:18]1)[CH2:19][CH3:20].[CH2:1]([CH2:2][CH3:3])[CH:4]1[CH2:5][CH2:6][C:7](=[O:10])[CH2:8][CH2:9]1.[CH3:22][CH2:23][O-:24].[CH3:25][CH2:26][OH:27].[Na+:21]>>[CH2:1]([CH2:2][CH3:3])[CH:4]1[CH2:5][CH2:6][CH:7]([OH:10])[CH2:8][CH2:9]1. Yields the product Cc1ccc(C)c(Oc2ccc(C#N)cc2S(=O)(=O)N2CCN(C(=O)OC(C)(C)C)CC2)c1. Reactants: Cc1ccc(C)c(Oc2ccc(C#N)cc2S(=O)(=O)Cl)c1, ClCCl, CC(C)(C)OC(=O)N1CCNCC1. As a reaction SMILES: [C:1](#[N:2])[c:3]1[cH:4][cH:5][c:6]([O:13][c:14]2[c:15]([CH3:21])[cH:16][cH:17][c:18]([CH3:20])[cH:19]2)[c:7]([S:9](=[O:10])(=[O:11])[Cl:12])[cH:8]1.[Cl:35][CH2:36][Cl:37].[N:22]1([C:28](=[O:29])[O:30][C:31]([CH3:32])([CH3:33])[CH3:34])[CH2:23][CH2:24][NH:25][CH2:26][CH2:27]1>>[C:1](#[N:2])[c:3]1[cH:4][cH:5][c:6]([O:13][c:14]2[c:15]([CH3:21])[cH:16][cH:17][c:18]([CH3:20])[cH:19]2)[c:7]([S:9](=[O:10])(=[O:11])[N:25]2[CH2:24][CH2:23][N:22]([C:28](=[O:29])[O:30][C:31]([CH3:32])([CH3:33])[CH3:34])[CH2:27][CH2:26]2)[cH:8]1.